Dataset: the Open Reaction Database (ORD), a public repository of structured organic reaction records. Task: describe an organic reaction: reactants, conditions, products, and yield The reactants are COc1cc2c(cc1OC)C(CN1CCN(Cc3ccccc3)CC1)OCC2, CO, O. Product: COc1cc2c(cc1OC)C(CN1CCNCC1)OCC2. RXN SMILES: [CH3:1][O:2][c:3]1[c:4]([O:27][CH3:28])[cH:5][c:6]2[c:7]([cH:26]1)[CH2:8][CH2:9][O:10][CH:11]2[CH2:12][N:13]1[CH2:14][CH2:15][N:16]([CH2:19][c:20]2[cH:21][cH:22][cH:23][cH:24][cH:25]2)[CH2:17][CH2:18]1.[CH3:29][OH:30].[OH2:31]>>[CH3:1][O:2][c:3]1[c:4]([O:27][CH3:28])[cH:5][c:6]2[c:7]([cH:26]1)[CH2:8][CH2:9][O:10][CH:11]2[CH2:12][N:13]1[CH2:14][CH2:15][NH:16][CH2:17][CH2:18]1.